This data is from the Open Reaction Database (ORD), a public repository of structured organic reaction records. The task is: describe an organic reaction: reactants, conditions, products, and yield The reactants are C(C)(C)(C)OC(=O)C1=C(C=CC=C1)C1=CC=C(C=C1)CN1C(=NC(=C1C(=O)N)C(C(C)(C)C)O)CCCC (1-[(2'-t-butoxycarbonylbiphenyl-4-yl)methyl]-2-butyl-4-(1-hydroxy-2,2-dimethylpropyl)imidazole-5-carboxamide), Cl (hydrochloride). The product is C(CCC)C=1N(C(=C(N1)C(C(C)(C)C)O)C(=O)N)CC1=CC=C(C=C1)C1=C(C=CC=C1)C(=O)O (2-Butyl-1-[(2'-carboxybiphenyl-4-yl)methyl]-4-(1-hydroxy-2,2-dimethylpropyl)imidazole-5-carboxamide). RXN SMILES: C([O:5][C:6]([C:8]1[CH:13]=[CH:12][CH:11]=[CH:10][C:9]=1[C:14]1[CH:19]=[CH:18][C:17]([CH2:20][N:21]2[C:25]([C:26]([NH2:28])=[O:27])=[C:24]([CH:29]([OH:34])[C:30]([CH3:33])([CH3:32])[CH3:31])[N:23]=[C:22]2[CH2:35][CH2:36][CH2:37][CH3:38])=[CH:16][CH:15]=1)=[O:7])(C)(C)C.Cl>>[CH2:35]([C:22]1[N:21]([CH2:20][C:17]2[CH:18]=[CH:19][C:14]([C:9]3[CH:10]=[CH:11][CH:12]=[CH:13][C:8]=3[C:6]([OH:7])=[O:5])=[CH:15][CH:16]=2)[C:25]([C:26]([NH2:28])=[O:27])=[C:24]([CH:29]([OH:34])[C:30]([CH3:32])([CH3:33])[CH3:31])[N:23]=1)[CH2:36][CH2:37][CH3:38]. Procedure details: Following a procedure similar to that described in Example 52(c), but using 326 mg of 1-[(2'-t-butoxycarbonylbiphenyl-4-yl)methyl]-2-butyl-4-(1-hydroxy-2,2-dimethylpropyl)imidazole-5-carboxamide [prepared as described in step (e) above], 228 mg of the hydrochloride of the title compound were obtained as a powdery solid, melting at 150°-154° C. (with softening). Reactants: CC(C)(C)OC(=O)N(Cc1cc(NC(N)=S)ccc1-n1cccc1)C(=O)OC(C)(C)C, CCI, CC(C)=O. Yields the product CCSC(=N)Nc1ccc(-n2cccc2)c(CN(C(=O)OC(C)(C)C)C(=O)OC(C)(C)C)c1. As a reaction SMILES: [C:1]([CH3:2])([CH3:3])([CH3:4])[O:5][C:6](=[O:7])[N:8]([C:9](=[O:10])[O:11][C:12]([CH3:13])([CH3:14])[CH3:15])[CH2:16][c:17]1[cH:18][c:19]([NH:28][C:29](=[S:30])[NH2:31])[cH:20][cH:21][c:22]1-[n:23]1[cH:24][cH:25][cH:26][cH:27]1.[CH2:32]([CH3:33])[I:34].[CH3:35][C:36](=[O:37])[CH3:38]>>[C:1]([CH3:2])([CH3:3])([CH3:4])[O:5][C:6](=[O:7])[N:8]([C:9](=[O:10])[O:11][C:12]([CH3:13])([CH3:14])[CH3:15])[CH2:16][c:17]1[cH:18][c:19]([NH:28][C:29]([S:30][CH2:32][CH3:33])=[NH:31])[cH:20][cH:21][c:22]1-[n:23]1[cH:24][cH:25][cH:26][cH:27]1. The reactants are O=C(O)C(=Cc1ccccc1)CBr, OC(=S)c1ccccc1. The product is O=C(O)C(=Cc1ccccc1)CSC(=O)c1ccccc1. Reaction SMILES: [Br:1][CH2:2][C:3]([C:4](=[O:5])[OH:6])=[CH:7][c:8]1[cH:9][cH:10][cH:11][cH:12][cH:13]1.[C:14]([c:15]1[cH:16][cH:17][cH:18][cH:19][cH:20]1)(=[S:21])[OH:22]>>[CH2:2]([C:3]([C:4](=[O:5])[OH:6])=[CH:7][c:8]1[cH:9][cH:10][cH:11][cH:12][cH:13]1)[S:21][C:14]([c:15]1[cH:16][cH:17][cH:18][cH:19][cH:20]1)=[O:22]. The reactants are BrC1=CC=2C3=C(C=NC2C=C1)N(C(N3C=3C(=NN(C3)C)C)=O)C (8-bromo-1-(1,3-dimethyl-1H-pyrazol-4-yl)-3-methyl-1,3-dihydro-imidazo[4,5-c]quinolin-2-one), BrC1=CC=2C3=C(C=NC2C=C1)N(C(N3C=3C(=NN(C3)C)C)=O)C (8-bromo-1-(1,3-dimethyl-1H-pyrazol-4-yl)-3-methyl-1,3-dihydro-imidazo[4,5-c]quinolin-2-one), C(C)(C)OC=1C=NC=C(C1)B1OC(C(O1)(C)C)(C)C (3-isopropoxy-5-(4,4,5,5-tetramethyl-[1,3,2]dioxaborolan-2-yl)-pyridine). Product: CN1N=C(C(=C1)N1C(N(C=2C=NC=3C=CC(=CC3C21)C=2C=NC=C(C2)OC(C)C)C)=O)C (1-(1,3-Dimethyl-1H-pyrazol-4-yl)-8-(5-isopropoxy-pyridin-3-yl)-3-methyl-1,3-dihydro-imidazo[4,5-c]quinolin-2-one). RXN SMILES: Br[C:2]1[CH:11]=[CH:10][C:9]2[N:8]=[CH:7][C:6]3[N:12]([CH3:23])[C:13](=[O:22])[N:14]([C:15]4[C:16]([CH3:21])=[N:17][N:18]([CH3:20])[CH:19]=4)[C:5]=3[C:4]=2[CH:3]=1.[CH:24]([O:27][C:28]1[CH:29]=[N:30][CH:31]=[C:32](B2OC(C)(C)C(C)(C)O2)[CH:33]=1)([CH3:26])[CH3:25]>>[CH3:20][N:18]1[CH:19]=[C:15]([N:14]2[C:5]3[C:4]4[CH:3]=[C:2]([C:32]5[CH:31]=[N:30][CH:29]=[C:28]([O:27][CH:24]([CH3:26])[CH3:25])[CH:33]=5)[CH:11]=[CH:10][C:9]=4[N:8]=[CH:7][C:6]=3[N:12]([CH3:23])[C:13]2=[O:22])[C:16]([CH3:21])=[N:17]1. Procedure details: The title compound was synthesized in a similar manner as described for Example 1.1 using 8-bromo-1-(1,3-dimethyl-1H-pyrazol-4-yl)-3-methyl-1,3-dihydro-imidazo[4,5-c]quinolin-2-one (Intermediate A) and 3-isopropoxy-5-(4,4,5,5-tetramethyl-[1,3,2]dioxaborolan-2-yl)-pyridine (Stage 58.1.1) to give the title compound as a white solid. (HPLC: tR 2.30 min (Method A); M+H=429 MS-ES; 1H-NMR (d6-DMSO, 400 MHz) 8.99 (s, 1H), 8.33-8.28 (m, 1H), 8.28-8.23 (m, 1H), 8.16-8.08 (m, 2H), 8.02-7.96 (m, 1H), 7.61-... The reactants are COC1=CC=C(C=C1)NC1=C(C(=O)NCC#C)C=CC=N1 (2-(4-methoxyphenylamino)-N-(prop-2-ynyl)nicotinamide), N(=[N+]=[N-])CC1=CC(=CC(=C1)OC)OC (1-(azidomethyl)-3,5-dimethoxybenzene), O (water), O=C1C(O)=C([O-])[C@H](O1)[C@@H](O)CO.[Na+] (sodium ascorbate). Reagents/catalysts: S(=O)(=O)([O-])[O-].[Cu+2] (copper (II) sulphate). Run in C(C)(C)(C)O (tert-butyl alcohol). Reaction conditions: time 11 hour. Product: COC=1C=C(CN2N=NC(=C2)CNC(C2=C(N=CC=C2)NC2=CC=C(C=C2)OC)=O)C=C(C1)OC (N-((1-(3,5-Dimethoxybenzyl)-1H-1,2,3-triazol-4-yl)methyl)-2-(4-methoxyphenylamino) nicotinamide). The yield is 78.3%. Reaction SMILES: [CH3:1][O:2][C:3]1[CH:8]=[CH:7][C:6]([NH:9][C:10]2[N:21]=[CH:20][CH:19]=[CH:18][C:11]=2[C:12]([NH:14][CH2:15][C:16]#[CH:17])=[O:13])=[CH:5][CH:4]=1.[N:22]([CH2:25][C:26]1[CH:31]=[C:30]([O:32][CH3:33])[CH:29]=[C:28]([O:34][CH3:35])[CH:27]=1)=[N+:23]=[N-:24].O.O=C1O[C@H]([C@H](CO)O)C([O-])=C1O.[Na+]>S([O-])([O-])(=O)=O.[Cu+2].C(O)(C)(C)C>[CH3:33][O:32][C:30]1[CH:31]=[C:26]([CH:27]=[C:28]([O:34][CH3:35])[CH:29]=1)[CH2:25][N:22]1[CH:17]=[C:16]([CH2:15][NH:14][C:12](=[O:13])[C:11]2[CH:18]=[CH:19][CH:20]=[N:21][C:10]=2[NH:9][C:6]2[CH:7]=[CH:8][C:3]([O:2][CH3:1])=[CH:4][CH:5]=2)[N:24]=[N:23]1 |f:3.4,5.6|. Reported procedure: Compound 8 (194 mg, 1 mmol) and 4-methoxyaniline (9e, 123 mg, 1 mmol) were taken in ethylene glycol and heated at 140° C. for 6 h. Then the reaction mixture was cooled and extracted with ethyl acetate from the aqueous layer and concentrated in vacuum. The compound was further purified by column chromatography using 60-120 silica gel to obtain 2-(4-methoxyphenylamino)-N-(prop-2-ynyl)nicotinamide 10e as pure product. To a solution of 2-(4-methoxyphenylamino)-N-(prop-2-ynyl)nicotinamide (10e, 150 m... Reactants: [Br-], [Br-], CCOC(=O)C=Cc1ccc(Cl)cc1, CCOC(C)=O, [H][H], [Zn+2]. The product is CCOC(=O)CCc1ccc(Cl)cc1. As a reaction SMILES: [Br-:23].[Br-:25].[CH2:1]([CH3:2])[O:3][C:4]([CH:5]=[CH:6][c:7]1[cH:8][cH:9][c:10]([Cl:13])[cH:11][cH:12]1)=[O:14].[CH3:17][CH2:18][O:19][C:20](=[O:21])[CH3:22].[H:15][H:16].[Zn+2:24]>>[CH2:1]([CH3:2])[O:3][C:4]([CH2:5][CH2:6][c:7]1[cH:8][cH:9][c:10]([Cl:13])[cH:11][cH:12]1)=[O:14]. The reactants are ClCCl, COC(=O)C1CC(F)(F)CN1C(=O)OC(C)(C)C, O=C(O)C(F)(F)F. Product: COC(=O)C1CC(F)(F)CN1. Reaction SMILES: [Cl:26][CH2:27][Cl:28].[F:1][C:2]1([F:18])[CH2:3][CH:4]([C:14](=[O:15])[O:16][CH3:17])[N:5]([C:7]([O:8][C:9]([CH3:10])([CH3:11])[CH3:12])=[O:13])[CH2:6]1.[OH:19][C:20]([C:21]([F:22])([F:23])[F:24])=[O:25]>>[F:1][C:2]1([F:18])[CH2:3][CH:4]([C:14](=[O:15])[O:16][CH3:17])[NH:5][CH2:6]1.